This data is from the Open Reaction Database (ORD), a public repository of structured organic reaction records. The task is: describe an organic reaction: reactants, conditions, products, and yield The reactants are [Br-], CC#N, CCN(C(C)C)C(C)C, ClCCNCCCl, CC[N+](CC)(CC)Cc1ccn2ncnc(Nc3ccc(F)c(Cl)c3)c12, Cl, Cl. Product: Fc1ccc(Nc2ncnn3ccc(CN(CCCl)CCCl)c23)cc1Cl. Reaction SMILES: [Br-:2].[CH3:46][C:47]#[N:48].[CH:37]([N:38]([CH2:39][CH3:40])[CH:41]([CH3:42])[CH3:43])([CH3:44])[CH3:45].[Cl:30][CH2:31][CH2:32][NH:33][CH2:34][CH2:35][Cl:36].[Cl:3][c:4]1[cH:5][c:6]([NH:11][c:12]2[n:13][cH:14][n:15][n:16]3[c:17]2[c:18]([CH2:21][N+:22]([CH2:23][CH3:24])([CH2:25][CH3:26])[CH2:27][CH3:28])[cH:19][cH:20]3)[cH:7][cH:8][c:9]1[F:10].[ClH:1].[ClH:29]>>[Cl:3][c:4]1[cH:5][c:6]([NH:11][c:12]2[n:13][cH:14][n:15][n:16]3[c:17]2[c:18]([CH2:21][N:33]([CH2:32][CH2:31][Cl:30])[CH2:34][CH2:35][Cl:36])[cH:19][cH:20]3)[cH:7][cH:8][c:9]1[F:10]. Reactants: CCOC(=O)/N=N/C(=O)OCC (DEAD), C(C1=CC=CC=C1)OC1=C(C=O)C=CC=C1O (2-benzyloxy-3-hydroxy-benzaldehyde), C1(=CC=CC=C1)P(C1=CC=CC=C1)C1=CC=CC=C1 (triphenylphosphine), OCCC1=NC=CC=C1 (2-(2-hydroxyethyl)pyridine). Solvent: C1CCOC1 (THF). Conditions: time 12 hour. The product is OC1=C(C=O)C=CC=C1OCCC1=NC=CC=C1 (2-hydroxy-3-(2-pyridin-2-ylethoxy)benzaldehyde). Isolated yield 91.7%. RXN SMILES: C([O:8][C:9]1[C:16](O)=[CH:15][CH:14]=[CH:13][C:10]=1[CH:11]=[O:12])C1C=CC=CC=1.C1(P(C2C=CC=CC=2)C2C=CC=CC=2)C=CC=CC=1.[OH:37][CH2:38][CH2:39][C:40]1[CH:45]=[CH:44][CH:43]=[CH:42][N:41]=1.CCOC(/N=N/C(OCC)=O)=O>C1COCC1>[OH:8][C:9]1[C:16]([O:37][CH2:38][CH2:39][C:40]2[CH:45]=[CH:44][CH:43]=[CH:42][N:41]=2)=[CH:15][CH:14]=[CH:13][C:10]=1[CH:11]=[O:12]. Procedure: 2-benzyloxy-3-hydroxy-benzaldehyde 16 (0.30 g, 1.3 mmol), triphenylphosphine (0.41 g, 1.6 mmol) and 2-(2-hydroxyethyl)pyridine (0.18 ml, 1.6 mmol) were stirred in THF (15 ml), followed by the addition of DEAD (0.25 ml, 1.6 mmol). After stirring for 12 h, the reaction mixture is partitioned between ethyl acetate (200 ml) and saturated aqueous sodium hydrogen carbonate (200 ml). The organic layer is separated, dried (MgSO4), filtered and concentrated to give a brown oil. The brown oil is purified ... As a reaction SMILES: [Br:1][c:2]1[cH:3][n:4][c:5]([N:8]([CH3:9])[CH2:10][CH:11]2[CH2:12][CH2:13][CH:14]([C:17](=[O:18])[OH:19])[CH2:15][CH2:16]2)[n:6][cH:7]1.[CH:31]1([NH2:34])[CH2:32][CH2:33]1.[Cl:25][C:26]([C:27]([Cl:28])=[O:29])=[O:30].[Cl:35][CH2:36][Cl:37].[O:20]=[CH:21][N:22]([CH3:23])[CH3:24]>>[Br:1][c:2]1[cH:3][n:4][c:5]([N:8]([CH3:9])[CH2:10][CH:11]2[CH2:12][CH2:13][CH:14]([C:17](=[O:19])[NH:34][CH:31]3[CH2:32][CH2:33]3)[CH2:15][CH2:16]2)[n:6][cH:7]1. The reactants are CN(CC1CCC(C(=O)O)CC1)c1ncc(Br)cn1, NC1CC1, O=C(Cl)C(=O)Cl, ClCCl, CN(C)C=O. Product: CN(CC1CCC(C(=O)NC2CC2)CC1)c1ncc(Br)cn1. The reactants are BrC=1C2=C(N=C(N1)C=1C=C(C=CC1)O)C=CS2 (3-(4-bromo-thieno[3,2-d]pyrimidin-2-yl)-phenol), C(CCC)[Sn](C1=CN=CS1)(CCCC)CCCC (5-tributylstannanyl-thiazole). The reagents and catalysts are C=1C=CC(=CC1)[P](C=2C=CC=CC2)(C=3C=CC=CC3)[Pd]([P](C=4C=CC=CC4)(C=5C=CC=CC5)C=6C=CC=CC6)([P](C=7C=CC=CC7)(C=8C=CC=CC8)C=9C=CC=CC9)[P](C=1C=CC=CC1)(C=1C=CC=CC1)C=1C=CC=CC1 (Pd(PPh3)4). The solvent is CC(=O)N(C)C (DMA). Conditions: temperature 150 celsius. Product: S1C=NC=C1C=1C2=C(N=C(N1)C=1C=C(C=CC1)O)C=CS2 (3-(4-Thiazol-5-yl-thieno[3,2-d]pyrimidin-2-yl)-phenol). The yield is 14.4%. As a reaction SMILES: Br[C:2]1[C:3]2[S:17][CH:16]=[CH:15][C:4]=2[N:5]=[C:6]([C:8]2[CH:9]=[C:10]([OH:14])[CH:11]=[CH:12][CH:13]=2)[N:7]=1.C([Sn](CCCC)(CCCC)[C:23]1[S:27][CH:26]=[N:25][CH:24]=1)CCC>CC(N(C)C)=O.C1C=CC([P]([Pd]([P](C2C=CC=CC=2)(C2C=CC=CC=2)C2C=CC=CC=2)([P](C2C=CC=CC=2)(C2C=CC=CC=2)C2C=CC=CC=2)[P](C2C=CC=CC=2)(C2C=CC=CC=2)C2C=CC=CC=2)(C2C=CC=CC=2)C2C=CC=CC=2)=CC=1>[S:27]1[C:23]([C:2]2[C:3]3[S:17][CH:16]=[CH:15][C:4]=3[N:5]=[C:6]([C:8]3[CH:9]=[C:10]([OH:14])[CH:11]=[CH:12][CH:13]=3)[N:7]=2)=[CH:24][N:25]=[CH:26]1 |^1:45,47,66,85|. Procedure: A suspension of 3-(4-bromo-thieno[3,2-d]pyrimidin-2-yl)-phenol (150 mg, 0.49 mmol), 5-tributylstannanyl-thiazole (275 mg, 0.735 mmol), and Pd(PPh3)4 (28 mg, 0.0245 mmol) in anhydrous DMA (4 ml) was heated in a microwave at 150° C. for 15 mins. The reaction was extracted into ethyl acetate, washing with brine and water before drying the organic layer over MgSO4. The crude material was purified by flash column chromatography using 1:1 ethyl acetate/petrol as the eluent. The resulting solid was tri... Starting materials: N1(CCCCC1)CC1=CC(=NC=C1)OC\C=C/CNC(CSCCO)=O (N-[4-(4-piperidinomethyl-2-pyridyloxy)-cis-2-butenyl]-2-(2-hydroxyethylthio)acetamide), CC(CC(=O)Cl)(C)C (3,3-dimethylbutyryl chloride). Product: N1(CCCCC1)CC1=CC(=NC=C1)OC\C=C/CNC(CSCCOC(CC(C)(C)C)=O)=O (N-[4-(4-Piperidinomethyl-2-pyridyloxy)-cis-2-butenyl]-2-[2-(3,3-dimethylbutyryloxy)ethylthio)acetamide). The yield is 83.0%. RXN SMILES: [N:1]1([CH2:7][C:8]2[CH:13]=[CH:12][N:11]=[C:10]([O:14][CH2:15]/[CH:16]=[CH:17]\[CH2:18][NH:19][C:20](=[O:26])[CH2:21][S:22][CH2:23][CH2:24][OH:25])[CH:9]=2)[CH2:6][CH2:5][CH2:4][CH2:3][CH2:2]1.[CH3:27][C:28]([CH3:34])([CH3:33])[CH2:29][C:30](Cl)=[O:31]>>[N:1]1([CH2:7][C:8]2[CH:13]=[CH:12][N:11]=[C:10]([O:14][CH2:15]/[CH:16]=[CH:17]\[CH2:18][NH:19][C:20](=[O:26])[CH2:21][S:22][CH2:23][CH2:24][O:25][C:30](=[O:31])[CH2:29][C:28]([CH3:34])([CH3:33])[CH3:27])[CH:9]=2)[CH2:6][CH2:5][CH2:4][CH2:3][CH2:2]1. Reported procedure: Following a procedure similar to that described in Example 7, but using N-[4-(4-piperidinomethyl-2-pyridyloxy)-cis-2-butenyl]-2-(2-hydroxyethylthio)acetamide (prepared as described in Example 1) and 3,3-dimethylbutyryl chloride as starting materials, in relative proportions similar to those used in that Example, the title compound was obtained in an 83% yield. Starting materials: BrC=1C=C(C(=O)NC=2SC3=C(N2)C(=CC=C3N3CCOCC3)OC)C=CN1 (2-bromo-N-(4-methoxy-7-morpholin-4-yl-benzothiazol-2-yl)-isonicotinamide), C([O-])([O-])=O.[Cs+].[Cs+] (cesium carbonate), OC1CNCCC1 (3-hydroxy-piperidine). Yields the product OC1CN(CCC1)C=1C=C(C(=O)NC=2SC3=C(N2)C(=CC=C3N3CCOCC3)OC)C=CN1 (2-(3-hydroxy-piperidin-1-yl)-N-(4-Methoxy-7-morpholin-4-yl-benzothiazol-2-yl)-isonicotinamide). As a reaction SMILES: Br[C:2]1[CH:3]=[C:4]([CH:25]=[CH:26][N:27]=1)[C:5]([NH:7][C:8]1[S:9][C:10]2[C:16]([N:17]3[CH2:22][CH2:21][O:20][CH2:19][CH2:18]3)=[CH:15][CH:14]=[C:13]([O:23][CH3:24])[C:11]=2[N:12]=1)=[O:6].C(=O)([O-])[O-].[Cs+].[Cs+].[OH:34][CH:35]1[CH2:40][CH2:39][CH2:38][NH:37][CH2:36]1>>[OH:34][CH:35]1[CH2:40][CH2:39][CH2:38][N:37]([C:2]2[CH:3]=[C:4]([CH:25]=[CH:26][N:27]=2)[C:5]([NH:7][C:8]2[S:9][C:10]3[C:16]([N:17]4[CH2:22][CH2:21][O:20][CH2:19][CH2:18]4)=[CH:15][CH:14]=[C:13]([O:23][CH3:24])[C:11]=3[N:12]=2)=[O:6])[CH2:36]1 |f:1.2.3|. Procedure: From 2-bromo-N-(4-methoxy-7-morpholin-4-yl-benzothiazol-2-yl)-isonicotinamide with cesium carbonate and 3-hydroxy-piperidine. ES-MS m/e (%): 470 (M+H+, 100). The reactants are NC(NCCC[C@@H](NC(=O)OC(C)(C)C)C(=O)O)=N[N+](=O)[O-] ((R)-N5 -[amino(nitroimino)methyl]-N2 -[(1,1-dimethylethoxy)carbonyl]-ornithine), NC(=O)NCC1=CC=C(C=C1)CN (4-(amino-carbonylaminomethyl)benzenemethanamine), CN(C)C(=[N+](C)C)ON1C2=C(C=CC=C2)N=N1.[B-](F)(F)(F)F (TBTU). Yields the product NC(=O)NCC1=CC=C(C=C1)CNC([C@H](NC(=O)OC(C)(C)C)CCCNC(=N[N+](=O)[O-])N)=O ((R)-N-[[4-(Aminocarbonylaminomethyl)phenyl]methyl]-N5 -[amino(nitroimino)methyl]-N2 -[(1,1-dimethylethoxy)carbonyl]-ornithinamide). Isolated yield 35.0%. As a reaction SMILES: [NH2:1][C:2](=[N:19][N+:20]([O-:22])=[O:21])[NH:3][CH2:4][CH2:5][CH2:6][C@H:7]([C:16]([OH:18])=O)[NH:8][C:9]([O:11][C:12]([CH3:15])([CH3:14])[CH3:13])=[O:10].[NH2:23][C:24]([NH:26][CH2:27][C:28]1[CH:33]=[CH:32][C:31]([CH2:34][NH2:35])=[CH:30][CH:29]=1)=[O:25].CN(C(ON1N=NC2C=CC=CC1=2)=[N+](C)C)C.[B-](F)(F)(F)F>>[NH2:23][C:24]([NH:26][CH2:27][C:28]1[CH:33]=[CH:32][C:31]([CH2:34][NH:35][C:16](=[O:18])[C@@H:7]([CH2:6][CH2:5][CH2:4][NH:3][C:2]([NH2:1])=[N:19][N+:20]([O-:22])=[O:21])[NH:8][C:9]([O:11][C:12]([CH3:13])([CH3:14])[CH3:15])=[O:10])=[CH:30][CH:29]=1)=[O:25] |f:2.3|. Reported procedure: Prepared analogously to Example 69a) from (R)-N5 -[amino(nitroimino)methyl]-N2 -[(1,1-dimethylethoxy)carbonyl]-ornithine, 4-(amino-carbonylaminomethyl)benzenemethanamine and TBTU in a yield of 35% of theory. Product: C=CCN(C)CCCCCCOC1CCN(S(=O)(=O)c2ccc(Br)cc2)CC1. As a reaction SMILES: [Br:19][c:20]1[cH:21][cH:22][c:23]([S:26](=[O:27])(=[O:28])[Cl:29])[cH:24][cH:25]1.[C:30](=[O:31])([O-:32])[OH:33].[CH2:1]([CH:2]=[CH2:3])[N:4]([CH2:5][CH2:6][CH2:7][CH2:8][CH2:9][CH2:10][O:11][CH:12]1[CH2:13][CH2:14][NH:15][CH2:16][CH2:17]1)[CH3:18].[CH2:35]([Cl:36])[Cl:37].[Na+:34]>>[CH2:1]([CH:2]=[CH2:3])[N:4]([CH2:5][CH2:6][CH2:7][CH2:8][CH2:9][CH2:10][O:11][CH:12]1[CH2:13][CH2:14][N:15]([S:26]([c:23]2[cH:22][cH:21][c:20]([Br:19])[cH:25][cH:24]2)(=[O:27])=[O:28])[CH2:16][CH2:17]1)[CH3:18]. Reactants: O=S(=O)(Cl)c1ccc(Br)cc1, O=C([O-])O, C=CCN(C)CCCCCCOC1CCNCC1, ClCCl, [Na+]. The reactants are BrC1=CC=C2C(=CC(OC2=C1)=O)C(CBr)=O (7-bromo-4-(bromoacetyl)-2H-chromen-2-one), C(C)(=S)N (thioacetamide). Solvent: CN(C)C=O (DMF). Run at temperature 100 celsius, time 8 hour. The product is BrC1=CC=C2C(=CC(OC2=C1)=O)C=1N=C(SC1)C (7-bromo-4-(2-methyl-1,3-thiazol-4-yl)-2H-chromen-2-one). As a reaction SMILES: [Br:1][C:2]1[CH:11]=[C:10]2[C:5]([C:6]([C:13](=O)[CH2:14]Br)=[CH:7][C:8](=[O:12])[O:9]2)=[CH:4][CH:3]=1.[C:17]([NH2:20])(=[S:19])[CH3:18]>CN(C=O)C>[Br:1][C:2]1[CH:11]=[C:10]2[C:5]([C:6]([C:13]3[N:20]=[C:17]([CH3:18])[S:19][CH:14]=3)=[CH:7][C:8](=[O:12])[O:9]2)=[CH:4][CH:3]=1. Procedure details: To a solution of 7-bromo-4-(bromoacetyl)-2H-chromen-2-one (0.605 g, 1.7 mmol) in DMF is added thioacetamide (0.138 g, 1.8 mmol). The mixture is stirred 24 h at rt and at 100° C. overnight. Once cool to rt, it is partitioned between aqueous NH4Cl and EtOAc. The layers are separated and the aqueous phase is extracted with EtOAc. The combined organic layers are washed with brine and dried over anhydrous Na2SO4. The solvent is evaporated and the residue swished in hexanes/Et2O to give the title comp...